Task: describe an organic reaction: reactants, conditions, products, and yield. Dataset: the Open Reaction Database (ORD), a public repository of structured organic reaction records The reactants are FC(C=1C=C(C=CC1)NC1=NC=CC(=N1)C1=CC=[N+](C=C1)[O-])(F)F (N-(3-trifluoromethyl-phenyl)-4-(N-oxido4-pyridyl)-2-pyrimidineamine), C[Si](C)(C)C#N (tri-methylsilyl cyanide), CN(C(=O)Cl)C (dimethylcarbamoyl chloride). Run in C(C)#N (acetonitrile). Reaction conditions: time 12 hour. Yields the product FC(C=1C=C(C=CC1)NC1=NC=CC(=N1)C1=CC(=NC=C1)C#N)(F)F (N-(3-trifluoromethyl-phenyl)-4-(2-cyano-4-pyridyl)-2-pyrimidineamine). As a reaction SMILES: [F:1][C:2]([F:24])([F:23])[C:3]1[CH:4]=[C:5]([NH:9][C:10]2[N:15]=[C:14]([C:16]3[CH:21]=[CH:20][N+:19]([O-])=[CH:18][CH:17]=3)[CH:13]=[CH:12][N:11]=2)[CH:6]=[CH:7][CH:8]=1.C[Si]([C:29]#[N:30])(C)C.CN(C)C(Cl)=O>C(#N)C>[F:1][C:2]([F:24])([F:23])[C:3]1[CH:4]=[C:5]([NH:9][C:10]2[N:15]=[C:14]([C:16]3[CH:21]=[CH:20][N:19]=[C:18]([C:29]#[N:30])[CH:17]=3)[CH:13]=[CH:12][N:11]=2)[CH:6]=[CH:7][CH:8]=1. Procedure: 0.8 g (2.41 mmol) of N-(3-trifluoromethyl-phenyl)-4-(N-oxido4-pyridyl)-2-pyrimidineamine is suspended in 40 ml of acetonitrile. 0.834 ml (6.65 mmol) of tri-methylsilyl cyanide and 0.611 ml (6.665 mmol) of dimethylcarbamoyl chloride are added and the reaction mixture is stirred for 12 hours at 60°. After concentration under reduced pressure, crystallisation is effected from tetrahydrofuran/diethyl ether. N-(3-trifluoromethyl-phenyl)-4-(2-cyano-4-pyridyl)-2-pyrimidineamine is obtained; m.p. 164°-1... Reactants: NC(C(=O)O)(CO)C(CCC=CCCCCCCC(CCCCCC)=O)O (2-amino-3-hydroxy-2-(1-hydroxy-12-oxo-4-octadecenyl)propionic acid), [H-].[Al+3].[Li+].[H-].[H-].[H-] (lithium aluminum hydride). Run in O1CCCC1 (tetrahydrofuran). Yields the product NC(CO)(CO)C(CCC=CCCCCCCC(CCCCCC)O)O (2-Amino-2-(1,12-dihydroxy-4-octadecenyl)-1,3-propanediol). The yield is 26.2%. RXN SMILES: [NH2:1][C:2]([CH:8]([OH:27])[CH2:9][CH2:10][CH:11]=[CH:12][CH2:13][CH2:14][CH2:15][CH2:16][CH2:17][CH2:18][C:19](=[O:26])[CH2:20][CH2:21][CH2:22][CH2:23][CH2:24][CH3:25])([CH2:6][OH:7])[C:3](O)=[O:4].[H-].[Al+3].[Li+].[H-].[H-].[H-]>O1CCCC1>[NH2:1][C:2]([CH:8]([OH:27])[CH2:9][CH2:10][CH:11]=[CH:12][CH2:13][CH2:14][CH2:15][CH2:16][CH2:17][CH2:18][CH:19]([OH:26])[CH2:20][CH2:21][CH2:22][CH2:23][CH2:24][CH3:25])([CH2:3][OH:4])[CH2:6][OH:7] |f:1.2.3.4.5.6|. Procedure details: According to the method of Example 274, 35.0 mg of 2-amino-3-hydroxy-2-(1-hydroxy-12-oxo-4-octadecenyl)propionic acid and 14.4 mg of lithium aluminum hydride were reacted in 2.0 ml of dry tetrahydrofuran to give 8.9 mg of the subject compound. Reactants: C(#CCCCCCC)C1=C(OC=C1)C=C(C(=O)OCC)C(=O)OCC (Diethyl 2-[3-(1-octynyl)-2-furanylmethylene]propan-1,3-dioate). Reagents/catalysts: [Pd] (palladium). Yields the product C(=C/CCCCCC)/C1=C(OC=C1)C=C(C(=O)OCC)C(=O)OCC (Diethyl 2-[(Z)-3-(1-Octenyl)-2-furanylmethylene]propan-1,3-dioate). The yield is 80.4%. RXN SMILES: [C:1]([C:9]1[CH:13]=[CH:12][O:11][C:10]=1[CH:14]=[C:15]([C:21]([O:23][CH2:24][CH3:25])=[O:22])[C:16]([O:18][CH2:19][CH3:20])=[O:17])#[C:2][CH2:3][CH2:4][CH2:5][CH2:6][CH2:7][CH3:8]>[Pd]>[CH:1](/[C:9]1[CH:13]=[CH:12][O:11][C:10]=1[CH:14]=[C:15]([C:16]([O:18][CH2:19][CH3:20])=[O:17])[C:21]([O:23][CH2:24][CH3:25])=[O:22])=[CH:2]/[CH2:3][CH2:4][CH2:5][CH2:6][CH2:7][CH3:8]. Procedure: Diethyl 2-[3-(1-octynyl)-2-furanylmethylene]propan-1,3-dioate(1.04 g, 3 mmole from example 16) was hydrogenated over 5% palladium on barium sulphate as described in Example 12 to yield, after chromatography on silica (DCM:Hexane 1:1) the title compound 0.84 g (80%) as an oil, νmax (film) 1740, 1720, 1610, 1025, 885, 865, 760; δ(CDCl3) 0.88(3H, distorted t), 1.32(3H, t, J=7 Hz), 1.34(8H, m), 1.37(3H, t, H=7 Hz), 2.26(2H, m), 4.28(2H, q, J=7 Hz), 4.40(2H, q, J=7 Hz), 5.8(1H, m), 6.33(1H, m), 6.6(1... Starting materials: [Li+].CC(C)[N-]C(C)C (LDA), C(C1=CC=CC=C1)OC1=CC=C(C=C1)CC(=O)OCC (ethyl 4-benzyloxyphenylacetate), C(OCC)(=O)Cl (ethyl chlorocarbonate), [Cl-].[NH4+] (ammonium chloride). Solvent: C1CCOC1 (THF), CCCCCCC (heptane). Run at time 15 minute. The product is C(C1=CC=CC=C1)OC1=CC=C(C=C1)C(C(=O)OCC)C(=O)OCC (Ethyl 2-(4-benzyloxyphenyl)-2-ethoxycarbonylacetate). The yield is 83.1%. As a reaction SMILES: [Li+].CC([N-]C(C)C)C.[CH2:9]([O:16][C:17]1[CH:22]=[CH:21][C:20]([CH2:23][C:24]([O:26][CH2:27][CH3:28])=[O:25])=[CH:19][CH:18]=1)[C:10]1[CH:15]=[CH:14][CH:13]=[CH:12][CH:11]=1.[C:29](Cl)(=[O:33])[O:30][CH2:31][CH3:32].[Cl-].[NH4+]>C1COCC1.CCCCCCC>[CH2:9]([O:16][C:17]1[CH:22]=[CH:21][C:20]([CH:23]([C:29]([O:30][CH2:31][CH3:32])=[O:33])[C:24]([O:26][CH2:27][CH3:28])=[O:25])=[CH:19][CH:18]=1)[C:10]1[CH:11]=[CH:12][CH:13]=[CH:14][CH:15]=1 |f:0.1,4.5|. Procedure details: A heptane solution of LDA (2.0 M, 36.4 ml, 72.8 mmols) was dropwise added to a THF (130 ml) solution of ethyl 4-benzyloxyphenylacetate (13.1 g, 48.5 mmols) and ethyl chlorocarbonate (9.25 ml, 97.0 mmols), under a nitrogen stream at −70° C. or lower. The reaction mixture was stirred for 15 minutes, then a saturated aqueous ammonium chloride solution was added thereto, and the resulting mixture was allowed to warm to room temperature, and then extracted with diethyl ether. The organic layer was wa... The reactants are C[C@@H]1CN(C[C@@H](O1)C)C1=NC=C(C(=N1)C1=C(OC=C1)C)C1=CC(=NC=C1)C (cis-2,6-dimethyl-4-[4-(2-methyl-3-furanyl)-5-(2-methyl-4-pyridinyl)-2-pyrimidinyl]morpholine), Cl (hydrogen chloride). The solvent is ClCCl (dichloromethane). Product: Cl.C[C@@H]1CN(C[C@@H](O1)C)C1=NC=C(C(=N1)C1=C(OC=C1)C)C1=CC(=NC=C1)C (cis-2,6-Dimethyl-4-[4-(2-methyl-3-furanyl)-5-(2-methyl-4-pyridinyl)-2-pyrimidinyl]morpholine hydrochloride). As a reaction SMILES: [CH3:1][C@H:2]1[O:7][C@@H:6]([CH3:8])[CH2:5][N:4]([C:9]2[N:14]=[C:13]([C:15]3[CH:19]=[CH:18][O:17][C:16]=3[CH3:20])[C:12]([C:21]3[CH:26]=[CH:25][N:24]=[C:23]([CH3:27])[CH:22]=3)=[CH:11][N:10]=2)[CH2:3]1.[ClH:28]>ClCCl>[ClH:28].[CH3:8][C@H:6]1[O:7][C@@H:2]([CH3:1])[CH2:3][N:4]([C:9]2[N:14]=[C:13]([C:15]3[CH:19]=[CH:18][O:17][C:16]=3[CH3:20])[C:12]([C:21]3[CH:26]=[CH:25][N:24]=[C:23]([CH3:27])[CH:22]=3)=[CH:11][N:10]=2)[CH2:5]1 |f:3.4|. Procedure: A mixture of 3-(dimethylamino)-1-(2-methyl-3-f uranyl)-2-(2-methyl-4-pyridinyl)-2-propen-1-one (1352 mg, 5 mmol) and 2,6-dimethyl-4-morpholinecarboximidamide hydrochloride (1453 mg, 7.50 mmol) (ca. 2.3:1 mixture of cis:trans isomers) in ethanol (10 ml) was stirred at room temperature. Potassium tert-butoxide (1122 mg, 10.00 mmol) was added and the mixture was heated at reflux for 3 hours. After cooling to room temperature the solvent was evaporated and the residue was diluted with water and extr...